Dataset: the Open Reaction Database (ORD), a public repository of structured organic reaction records. Task: describe an organic reaction: reactants, conditions, products, and yield The reactants are CON(C)C(=O)c1cc(C)ccc1Br, C1CCOC1, CC(C)C[AlH]CC(C)C. The product is Cc1ccc(Br)c(C=O)c1. As a reaction SMILES: [Br:1][c:2]1[c:3]([C:4](=[O:5])[N:6]([O:7][CH3:8])[CH3:9])[cH:10][c:11]([CH3:14])[cH:12][cH:13]1.[CH2:24]1[O:25][CH2:26][CH2:27][CH2:28]1.[CH3:15][CH:16]([CH2:17][AlH:18][CH2:19][CH:20]([CH3:21])[CH3:22])[CH3:23]>>[Br:1][c:2]1[c:3]([CH:4]=[O:5])[cH:10][c:11]([CH3:14])[cH:12][cH:13]1. Run in C1CCOC1 (THF), CCCCCC (n-hexane), CC(=O)C (acetone), C(C)(=O)OCC (ethyl acetate). Run at time 1 hour. The product is C(=O)(OCC1=CC=CC=C1)N1[C@@H](C(=O)N[C@H](C(C)C)CO)CCC1 (N-carbobenzoxy-D-prolyl-D-valinol). Starting materials: C(=O)(OCC1=CC=CC=C1)N1[C@@H](C(=O)O)CCC1 (N-carbobenzoxy-D-proline), anhydride, NC(C(C)C)CO (DL-valinol), 25D, ClC(=O)OCC(C)C (isobutyl chloroformate), CN1CCOCC1 (N-methylmorpholine), crude product. Procedure: 4.98 g (20 mmol) N-carbobenzoxy-D-proline, 2.73 g (20 mmol) isobutyl chloroformate, 2.02 g (20 mmol) N-methylmorpholine, and 2.73 g (26.5 mmol) DL-valinol were contacted and reacted in THF substantially according to the mixed anhydride procedure described in Example 1. The resulting crude product, 7.23 g, was dissolved in 25 mL hot ethyl acetate, and 25 mL n-hexane were added. The resulting solution was filtered, seeded with a crystal of N-carbobenzoxy-D-prolyl-D-valinol, and allowed to stand fo... The yield is 4.9%. Reaction SMILES: [C:1]([N:11]1[CH2:18][CH2:17][CH2:16][C@@H:12]1[C:13]([OH:15])=O)([O:3][CH2:4][C:5]1[CH:10]=[CH:9][CH:8]=[CH:7][CH:6]=1)=[O:2].ClC(OCC(C)C)=O.CN1CCOCC1.[NH2:34][CH:35]([CH2:39][OH:40])[CH:36]([CH3:38])[CH3:37]>C1COCC1.C(OCC)(=O)C.CC(C)=O.CCCCCC>[C:1]([N:11]1[CH2:18][CH2:17][CH2:16][C@@H:12]1[C:13]([NH:34][C@@H:35]([CH2:39][OH:40])[CH:36]([CH3:38])[CH3:37])=[O:15])([O:3][CH2:4][C:5]1[CH:6]=[CH:7][CH:8]=[CH:9][CH:10]=1)=[O:2]. The reactants are FC1=CC=C(C(=O)C2CCN(CC2)CC(=O)O)C=C1 ([4-(4-fluoro-benzoyl)-piperidin-1-yl]-acetic acid), C(C#CC)O (2-butyn-1-ol), Cl (HCl), [OH-].[Na+] (NaOH). The solvent is O (water). Conditions: temperature 80 celsius. Yields the product C(C#CC)OC1=CC=C(C(=O)C2CCN(CC2)CC(=O)O)C=C1 ([4-(4-But-2-ynyloxy-benzoyl)-piperidin-1-yl]-acetic acid). The yield is 300.6%. RXN SMILES: F[C:2]1[CH:19]=[CH:18][C:5]([C:6]([CH:8]2[CH2:13][CH2:12][N:11]([CH2:14][C:15]([OH:17])=[O:16])[CH2:10][CH2:9]2)=[O:7])=[CH:4][CH:3]=1.[CH2:20]([OH:24])[C:21]#[C:22][CH3:23].[OH-].[Na+].Cl>O>[CH2:20]([O:24][C:2]1[CH:19]=[CH:18][C:5]([C:6]([CH:8]2[CH2:13][CH2:12][N:11]([CH2:14][C:15]([OH:17])=[O:16])[CH2:10][CH2:9]2)=[O:7])=[CH:4][CH:3]=1)[C:21]#[C:22][CH3:23] |f:2.3|. Reported procedure: To a solution of [4-(4-fluoro-benzoyl)-piperidin-1-yl]-acetic acid (561 mg, 2.11 mmol) in water (10 mL) and was added 2-butyn-1-ol (3.71 g, 52.9 mmol) followed by a solution of 4N NaOH (3.44 mL, 13.8 mmol). The reaction was heated up to 80° C. for 72 hours. The reaction was acidified using 2N HCl to pH 5, then the solvent was then removed under vacuum to afford the crude title compound (2.0 g). LRMS m/z: ES+=315.9 (M+H), retention time 1.52. Starting materials: O.C1(=CC=CC=C1)C(=O)C=O (Phenylglyoxal monohydrate), C(CCCCC)C1=CC=CC=C1 (n-hexylbenzene). The reagents and catalysts are [Ti](Cl)(Cl)(Cl)Cl (titanium tetrachloride). Solvent: ClC(C)Cl (dichloroethane). The product is C(CCCCC)C1=CC=C(C(C(C2=CC=CC=C2)=O)O)C=C1 (4'-n-hexylbenzoin), crystal. Isolated yield 59.4%. Reaction SMILES: O.[C:2]1([C:8]([CH:10]=[O:11])=[O:9])[CH:7]=[CH:6][CH:5]=[CH:4][CH:3]=1.[CH2:12]([C:18]1[CH:23]=[CH:22][CH:21]=[CH:20][CH:19]=1)[CH2:13][CH2:14][CH2:15][CH2:16][CH3:17]>ClC(Cl)C.[Ti](Cl)(Cl)(Cl)Cl>[CH2:12]([C:18]1[CH:19]=[CH:20][C:21]([CH:10]([OH:11])[C:8](=[O:9])[C:2]2[CH:7]=[CH:6][CH:5]=[CH:4][CH:3]=2)=[CH:22][CH:23]=1)[CH2:13][CH2:14][CH2:15][CH2:16][CH3:17] |f:0.1|. Reported procedure: Phenylglyoxal monohydrate (304 mg, 2 mM) and n-hexylbenzene (0.76 ml, 4 mM) were dissolved in dichloroethane (3 ml), titanium tetrachloride (0.33 ml, 3 mM) was added, and reacted at room temperature for 1 hour. Using the same procedure as in Example 1, 4'-n-hexylbenzoin was obtained as crystal (352.8 mg, 59.4% yield). Reactants: O=C([O-])[O-], COC(=O)c1ccc(OCCCBr)cc1NC(=O)c1cc(C(F)(F)F)cc(C(F)(F)F)c1, CC(C)=O, [Cs+], [Cs+], ON=Cc1ccc(C(F)(F)F)cc1. Product: COC(=O)c1ccc(OCCCON=Cc2ccc(C(F)(F)F)cc2)cc1NC(=O)c1cc(C(F)(F)F)cc(C(F)(F)F)c1. As a reaction SMILES: [C:46](=[O:47])([O-:48])[O-:49].[CH3:1][O:2][C:3]([c:4]1[c:5]([NH:15][C:16]([c:17]2[cH:18][c:19]([C:27]([F:28])([F:29])[F:30])[cH:20][c:21]([C:23]([F:24])([F:25])[F:26])[cH:22]2)=[O:31])[cH:6][c:7]([O:10][CH2:11][CH2:12][CH2:13][Br:14])[cH:8][cH:9]1)=[O:32].[CH3:52][C:53](=[O:54])[CH3:55].[Cs+:50].[Cs+:51].[F:33][C:34]([c:35]1[cH:36][cH:37][c:38]([CH:39]=[N:40][OH:41])[cH:42][cH:43]1)([F:44])[F:45]>>[CH3:1][O:2][C:3]([c:4]1[c:5]([NH:15][C:16]([c:17]2[cH:18][c:19]([C:27]([F:28])([F:29])[F:30])[cH:20][c:21]([C:23]([F:24])([F:25])[F:26])[cH:22]2)=[O:31])[cH:6][c:7]([O:10][CH2:11][CH2:12][CH2:13][O:41][N:40]=[CH:39][c:38]2[cH:37][cH:36][c:35]([C:34]([F:33])([F:44])[F:45])[cH:43][cH:42]2)[cH:8][cH:9]1)=[O:32]. The reactants are C(CCl)Cl (EDC), ON1N=NC2=C1C=CC=C2 (1-hydroxybenzotriazole), C1(CCCCC1)C[C@@H](C(=O)O)CC(=O)N1CCOCC1 ((R)-2-Cyclohexylmethyl-4-morpholin-4-yl-4-oxo-butyric acid), Cl (HCl), C(C1=CC=CC=C1)OC[C@H](N)C(=O)N (O-benzyl-L-serineamide), CN1CCOCC1 (N-methylmorpholine). Run in CCOC(=O)C (EtOAc), CN(C)C=O (DMF). Run at temperature 0 celsius, time 25 minute. Yields the product C(C1=CC=CC=C1)OCC(C(N)=O)NC(C(C(CN1CCOCC1)=O)CC1CCCCC1)=O (N-(2-Benzyloxy-1-carbamoyl-ethyl)-2-cyclohexylmethyl-4-morpholin-4-yl-oxo-butyramide). The yield is 67.4%. RXN SMILES: [CH:1]1([CH2:7][C@H:8]([CH2:12][C:13]([N:15]2[CH2:20][CH2:19][O:18][CH2:17][CH2:16]2)=O)[C:9]([OH:11])=O)[CH2:6][CH2:5][CH2:4][CH2:3][CH2:2]1.C(Cl)CCl.[OH:25]N1C2C=CC=CC=2N=N1.Cl.[CH2:36]([O:43][CH2:44][C@@H:45]([C:47]([NH2:49])=[O:48])[NH2:46])[C:37]1[CH:42]=[CH:41][CH:40]=[CH:39][CH:38]=1.CN1CCOCC1>CN(C=O)C.CCOC(C)=O>[CH2:36]([O:43][CH2:44][CH:45]([NH:46][C:9](=[O:11])[CH:8]([CH2:7][CH:1]1[CH2:2][CH2:3][CH2:4][CH2:5][CH2:6]1)[C:12](=[O:25])[CH2:13][N:15]1[CH2:20][CH2:19][O:18][CH2:17][CH2:16]1)[C:47](=[O:48])[NH2:49])[C:37]1[CH:42]=[CH:41][CH:40]=[CH:39][CH:38]=1. Procedure details: (R)-2-Cyclohexylmethyl-4-morpholin-4-yl-4-oxo-butyric acid (0.20 g, 0.71 mmol) was dissolved in 6 mL of DMF and cooled to 0° C. with an ice-water bath. EDC (0.18 g, 0.92 mmol) and 1-hydroxybenzotriazole (0.12 g, 0.92 mmol) were added and stirring, under argon, continued for 25 min. To the cold solution was added the HCl salt of O-benzyl-L-serineamide (0.16 g, 0.71 mmol), followed by addition of N-methylmorpholine (0.23 mL, 2.10 mmol) and stirring was continued overnight (16 h). The solution was ... The reactants are NC(C(C#N)=NOC(C)C)=NOC(C)C (3-amino-2,3-bis(isopropoxyimino)propionitrile), raw materials, OO (hydrogen peroxide), OO (hydrogen peroxide), C([O-])([O-])=O.[Na+].[Na+] (sodium carbonate), OO (hydrogen peroxide), S(=S)(=O)([O-])[O-].[Na+].[Na+] (sodium thiosulfate). Reagents/catalysts: [Br-].C(CCC)[N+](CCCC)(CCCC)CCCC (tetrabutylammonium bromide). Run in CO (methanol). Run at time 4 hour. The product is NC(C(C(=O)N)=NOC(C)C)=NOC(C)C (3-amino-2,3-bis(isopropoxyimino)propanamide). Yield: 889.9%. As a reaction SMILES: [NH2:1][C:2](=[N:11][O:12][CH:13]([CH3:15])[CH3:14])[C:3](=[N:6][O:7][CH:8]([CH3:10])[CH3:9])[C:4]#[N:5].OO.C(=O)([O-])[O-:19].[Na+].[Na+].S([O-])([O-])(=O)=S.[Na+].[Na+]>[Br-].C([N+](CCCC)(CCCC)CCCC)CCC.CO>[NH2:1][C:2](=[N:11][O:12][CH:13]([CH3:15])[CH3:14])[C:3](=[N:6][O:7][CH:8]([CH3:9])[CH3:10])[C:4]([NH2:5])=[O:19] |f:2.3.4,5.6.7,8.9|. Procedure: To a methanol solution (140 ml) of 29.0 g (137 mM) of 3-amino-2,3-bis(isopropoxyimino)propionitrile were added, at room temperature, 47 g (415 mM) of a 30% aqueous hydrogen peroxide solution, 1.5 g (15 mM) of sodium carbonate and 2.3 g (7.1 mM) of tetrabutylammonium bromide. Stirring was conducted at room temperature for 4 hours. Since the raw materials remained, further 24 g (212 mM) of a 30% aqueous hydrogen peroxide solution was added, followed by stirring at room temperature for 3 hours. Exc... Starting materials: ClC1=C(C=CC(=C1)OC=1C2=C(N=CN1)C=CS2)N (2-Chloro-4-(thieno[3,2-d]pyrimidin-4-yloxy)benzenamine), O1CCN(CC1)CCNC(=O)C1=CC=2N=CN=C(C2S1)OC1=C(C=C(C=C1)NC(=S)NC(CC1=CC=CC=C1)=O)F (1-(4-(6-(2-Morpholinoethylcarbamoyl)thieno[3,2-d]pyrimidin-4-yloxy)-3-fluorophenyl)-3-(2-phenylacetyl)thiourea). The product is ClC1=C(C=CC(=C1)OC=1C2=C(N=CN1)C=CS2)NC(=S)NC(CC2=CC=CC=C2)=O (N-(2-Chloro-4-(thieno[3,2-d]pyrimidin-4-yloxy)phenylcarbamothioyl)-2-phenylacetamide). Yield: 9.0%. As a reaction SMILES: [Cl:1][C:2]1[CH:7]=[C:6]([O:8][C:9]2[C:10]3[S:17][CH:16]=[CH:15][C:11]=3[N:12]=[CH:13][N:14]=2)[CH:5]=[CH:4][C:3]=1[NH2:18].O1CCN(CCNC(C2SC3C(OC4C=CC(N[C:47]([NH:49][C:50](=[O:58])[CH2:51][C:52]5[CH:57]=[CH:56][CH:55]=[CH:54][CH:53]=5)=[S:48])=CC=4F)=NC=NC=3C=2)=O)CC1>>[Cl:1][C:2]1[CH:7]=[C:6]([O:8][C:9]2[C:10]3[S:17][CH:16]=[CH:15][C:11]=3[N:12]=[CH:13][N:14]=2)[CH:5]=[CH:4][C:3]=1[NH:18][C:47]([NH:49][C:50](=[O:58])[CH2:51][C:52]1[CH:53]=[CH:54][CH:55]=[CH:56][CH:57]=1)=[S:48]. Procedure: Starting from the amine 172 and following the procedure described above for the synthesis of compound 26a (scheme 4, example 22), title compound 173 was obtained in 9% yield. 1H NMR (400 MHz, DMSO-d6) δ ppm: 12.35(s, 1H), 11.89(s, 1H), 8.72(s, 1H), 8.48(d, J=5.6 Hz, 1H), 8.04(d, J=8.8 Hz, 1H), 7.69(d, J=2.8 Hz, 1H), 7.68(d, J=5.6 Hz, 1H), 7.40(dd, J=2.8 and 8.8 Hz, 1H), 7.36-7.30(m, 4H), 7.30-7.24(m, 1H), 3.84(s, 2H). LRMS (M+1) (100%). The product is CC(C)NC(=O)Nc1ccc2nc(NC3CCc4ccccc43)ccc2c1. Reaction SMILES: [CH3:28][c:29]1[cH:30][cH:31][cH:32][cH:33][cH:34]1.[CH:1]1([NH:10][c:11]2[n:12][c:13]3[cH:14][cH:15][c:16]([NH2:21])[cH:17][c:18]3[cH:19][cH:20]2)[CH2:2][CH2:3][c:4]2[cH:5][cH:6][cH:7][cH:8][c:9]21.[CH:22]([CH3:23])([CH3:24])[N:25]=[C:26]=[O:27]>>[CH:1]1([NH:10][c:11]2[n:12][c:13]3[cH:14][cH:15][c:16]([NH:21][C:26]([NH:25][CH:22]([CH3:23])[CH3:24])=[O:27])[cH:17][c:18]3[cH:19][cH:20]2)[CH2:2][CH2:3][c:4]2[cH:5][cH:6][cH:7][cH:8][c:9]21. The reactants are Cc1ccccc1, Nc1ccc2nc(NC3CCc4ccccc43)ccc2c1, CC(C)N=C=O.